This data is from the Open Reaction Database (ORD), a public repository of structured organic reaction records. The task is: describe an organic reaction: reactants, conditions, products, and yield The reactants are C(C)C1=NC=C(C=C1)Br (2-ethyl-5-bromopyridine), BrN1C(CCC1=O)=O (N-bromosuccinimide), azoisobutyronitrile. Solvent: ClCCCl (1,2-dichloroethane). Yields the product BrC(C)C1=NC=C(C=C1)Br (2-(1-Bromoethyl)-5-bromopyridine). The yield is 80.0%. RXN SMILES: [CH2:1]([C:3]1[CH:8]=[CH:7][C:6]([Br:9])=[CH:5][N:4]=1)[CH3:2].[Br:10]N1C(=O)CCC1=O>ClCCCl>[Br:10][CH:1]([C:3]1[CH:8]=[CH:7][C:6]([Br:9])=[CH:5][N:4]=1)[CH3:2]. Procedure: A solution of 2-ethyl-5-bromopyridine (1.86 g, 10 mmol), N-bromosuccinimide (1.78 g, 10 mmol) in 1,2-dichloroethane (20 ml) was brought to reflux before the addition of azoisobutyronitrile (AIBN) (20 mg). The solution was then refluxed for a further two hours. The cooled suspension was filtered and evaporated in vacuo. Purification by column chromatography (silica gel, eluting with 1:1 dichloromethane/hexane) gave the desired product as a pale yellow oil (2.12 g, 80%). The reactants are NCCCN, O=Cc1ccccn1, c1ccccc1. The product is c1ccc(C2NCCCN2)nc1. RXN SMILES: [CH2:1]([CH2:2][CH2:3][NH2:4])[NH2:5].[CH:6](=[O:7])[c:8]1[n:9][cH:10][cH:11][cH:12][cH:13]1.[cH:14]1[cH:15][cH:16][cH:17][cH:18][cH:19]1>>[CH2:1]1[CH2:2][CH2:3][NH:4][CH:6]([c:8]2[n:9][cH:10][cH:11][cH:12][cH:13]2)[NH:5]1. The reactants are C1(CC1)C(=O)C1CC1 (dicyclopropyl ketone), C[Si](C)(C)C#C (trimethylsilylacetylene), C(CCC)[Li] (n-butyllithium), hexanes, [Cl-].[NH4+] (ammonium chloride). The solvent is C1CCOC1 (THF). Run at time 8 hour. The product is C1(CC1)C(C#C[Si](C)(C)C)(O)C1CC1 (1,1-dicyclopropyl-3-(trimethylsilyl)prop-2-yn-1-ol). As a reaction SMILES: [CH3:1][Si:2]([C:5]#[CH:6])([CH3:4])[CH3:3].C([Li])CCC.[CH:12]1([C:15]([CH:17]2[CH2:19][CH2:18]2)=[O:16])[CH2:14][CH2:13]1.[Cl-].[NH4+]>C1COCC1>[CH:12]1([C:15]([CH:17]2[CH2:19][CH2:18]2)([OH:16])[C:6]#[C:5][Si:2]([CH3:4])([CH3:3])[CH3:1])[CH2:14][CH2:13]1 |f:3.4|. Procedure: To a solution of trimethylsilylacetylene (5 mL, 35.4 mmol) in THF (100 mL) cooled at −78° C., a 1.6M n-butyllithium in hexanes (22.1 mL, 35.4 mmol) was added dropwise. The solution was stirred for 30 min before dicyclopropyl ketone (4.06 mL, 35.4 mmol) was added. The temperature was then slowly raised to room temperature and the reaction was stirred overnight. The reaction was then poured into a saturated ammonium chloride solution and the aqueous layer was extracted twice with ethyl acetate. Th...